From a dataset of the Open Reaction Database (ORD), a public repository of structured organic reaction records. describe an organic reaction: reactants, conditions, products, and yield The reactants are C1(CC1)C=1C=C(C=CC1)C1OC(C(O1)(C)C)(C)C (2-(3-Cyclopropyl-phenyl)-4,4,5,5-tetramethyl-[1,3]dioxolane), FC=1C=C(C=C(C1NS(=O)(=O)C)F)C(C)NC(=O)C=1N=C(SC1)Cl (2-chloro-thiazole-4-carboxylic acid [1-(3,5-difluoro-4-methanesulfonylamino-phenyl)-ethyl]-amide), C(=O)([O-])[O-].[Cs+].[Cs+] (Cs2CO3). Reagents/catalysts: Cl[Pd]([P](C1=CC=CC=C1)(C2=CC=CC=C2)C3=CC=CC=C3)([P](C4=CC=CC=C4)(C5=CC=CC=C5)C6=CC=CC=C6)Cl (Pd(PPh3)2Cl2). Yields the product FC=1C=C(C=C(C1NS(=O)(=O)C)F)C(C)NC(=O)C=1N=C(SC1)C1=CC(=CC=C1)C1CC1 (2-(3-Cyclopropyl-phenyl)-thiazole-4-carboxylic acid [1-(3,5-difluoro-4-methanesulfonylamino-phenyl)-ethyl]-amide). The yield is 37.0%. RXN SMILES: [CH:1]1([C:4]2[CH:5]=[C:6]([CH:10]3OC(C)(C)C(C)(C)O3)[CH:7]=[CH:8][CH:9]=2)[CH2:3][CH2:2]1.[F:19][C:20]1[CH:21]=[C:22]([CH:32]([NH:34][C:35]([C:37]2[N:38]=C(Cl)[S:40][CH:41]=2)=[O:36])[CH3:33])[CH:23]=[C:24]([F:31])[C:25]=1[NH:26][S:27]([CH3:30])(=[O:29])=[O:28].C([O-])([O-])=O.[Cs+].[Cs+]>Cl[Pd](Cl)([P](C1C=CC=CC=1)(C1C=CC=CC=1)C1C=CC=CC=1)[P](C1C=CC=CC=1)(C1C=CC=CC=1)C1C=CC=CC=1>[F:31][C:24]1[CH:23]=[C:22]([CH:32]([NH:34][C:35]([C:37]2[N:38]=[C:10]([C:6]3[CH:7]=[CH:8][CH:9]=[C:4]([CH:1]4[CH2:2][CH2:3]4)[CH:5]=3)[S:40][CH:41]=2)=[O:36])[CH3:33])[CH:21]=[C:20]([F:19])[C:25]=1[NH:26][S:27]([CH3:30])(=[O:28])=[O:29] |f:2.3.4,^1:51,70|. Reported procedure: 2-(3-Cyclopropyl-phenyl)-4,4,5,5-tetramethyl-[1,3]dioxolane (63 mg, 0.26 mmol) and 2-chloro-thiazole-4-carboxylic acid [1-(3,5-difluoro-4-methanesulfonylamino-phenyl)-ethyl]-amide (55 mg, 0.13 mmol) was reacted using Pd(PPh3)2Cl2 (7 mg, 0.01 mmol), Cs2CO3 (127 mg, 0.39 mmol) as described above to give the title compound (23 mg, 38%) after purification by flash chromatography on silica gel (% EtOAc in hexane=25%˜100%). Starting materials: BrCCCCCN1C(CCCCC1)=O (1-(5-bromopentyl) azacycloheptane-2-one), C(CCC)SCCO (2-(n-butylthio) ethanol), [OH-].[K+] (potassium hydroxide). The solvent is CS(=O)C (dimethylsulfoxide). Run at time 10 hour. Product: C(CCC)SCCOCCCCCN1C(CCCCC1)=O (1-[5-(2-butylthioethyl) oxypentyl] azacycloheptane-2-one). Yield: 90.2%. Reaction SMILES: Br[CH2:2][CH2:3][CH2:4][CH2:5][CH2:6][N:7]1[CH2:13][CH2:12][CH2:11][CH2:10][CH2:9][C:8]1=[O:14].[CH2:15]([S:19][CH2:20][CH2:21][OH:22])[CH2:16][CH2:17][CH3:18].[OH-].[K+]>CS(C)=O>[CH2:15]([S:19][CH2:20][CH2:21][O:22][CH2:2][CH2:3][CH2:4][CH2:5][CH2:6][N:7]1[CH2:13][CH2:12][CH2:11][CH2:10][CH2:9][C:8]1=[O:14])[CH2:16][CH2:17][CH3:18] |f:2.3|. Procedure details: 5.24 g of 1-(5-bromopentyl) azacycloheptane-2-one, 1.34 g of 2-(n-butylthio) ethanol, 2.24 g of powderly potassium hydroxide and 30 ml of dimethylsulfoxide were mixed together, agitated at room temperature for 10 hours, extracted with dichloromethane to obtain an extract. The thus obtained extract was washed with water, dried, freed from the solvent by distillation off at reduced pressure and then finally distilled to obtain 2.84 g of colorless 1-[5-(2-butylthioethyl) oxypentyl] azacycloheptane-... Reactants: CC(C)(C)ON=O, CSSC, [Cu], Cc1cccc(N)c1C1=NOCC1. The product is CSc1cccc(C)c1C1=NOCC1. As a reaction SMILES: [C:1]([O:2][N:3]=[O:4])([CH3:5])([CH3:6])[CH3:7].[CH3:21][S:22][S:23][CH3:24].[Cu:25].[O:8]1[N:9]=[C:10]([c:13]2[c:14]([NH2:15])[cH:16][cH:17][cH:18][c:19]2[CH3:20])[CH2:11][CH2:12]1>>[O:8]1[N:9]=[C:10]([c:13]2[c:14]([S:22][CH3:21])[cH:16][cH:17][cH:18][c:19]2[CH3:20])[CH2:11][CH2:12]1. RXN SMILES: [C:1]1([CH2:7][OH:8])[CH:6]=[CH:5][CH:4]=[CH:3][CH:2]=1.[H-].[Na+].F[C:12]1[C:21]([N+:22]([O-:24])=[O:23])=[CH:20][CH:19]=[CH:18][C:13]=1[C:14]([O:16][CH3:17])=[O:15]>CN(C)C=O.C(OCC)(=O)C>[CH2:7]([O:8][C:12]1[C:21]([N+:22]([O-:24])=[O:23])=[CH:20][CH:19]=[CH:18][C:13]=1[C:14]([O:16][CH3:17])=[O:15])[C:1]1[CH:6]=[CH:5][CH:4]=[CH:3][CH:2]=1 |f:1.2|. Run in CN(C=O)C (N,N-dimethylformamide), CN(C=O)C (N,N-dimethylformamide), C(C)(=O)OCC (ethyl acetate). Product: C(C1=CC=CC=C1)OC1=C(C(=O)OC)C=CC=C1[N+](=O)[O-] (methyl 2-(benzyloxy)-3-nitrobenzoate). The reactants are C1(=CC=CC=C1)CO (phenylmethanol), [H-].[Na+] (sodium hydride), FC1=C(C(=O)OC)C=CC=C1[N+](=O)[O-] (methyl 2-fluoro-3-nitrobenzoate). Conditions: temperature 0 celsius, time 25 minute. Reported procedure: Into a 500-mL 4-necked round-bottom flask purged and maintained with an inert atmosphere of nitrogen, was placed a solution of phenylmethanol (10.7 g, 98.95 mmol, 1.05 equiv) in N,N-dimethylformamide (100 mL). This was followed by the addition of sodium hydride (3.9 g, 162.50 mmol, 1.20 equiv, 70%) in several batches at 0° C. The mixture was stirred for 25 min at 0° C. To this was added a solution of methyl 2-fluoro-3-nitrobenzoate (18.8 g, 94.41 mmol, 1.00 equiv) in N,N-dimethylformamide (150 m... Reactants: [OH-].[K+] (potassium hydroxide), C(CCC)Br (n-butylbromide), OC=1C=C(NC(C2=C(C=CC=C2)C)=O)C=CC1 (3'-hydroxy-2-methylbenzanilide). Run in O (water), CS(=O)C (dimethyl sulfoxide), O (water), CS(=O)C (dimethyl sulfoxide), O (water). Run at time 3 hour. Product: C(CCC)OC=1C=C(NC(C2=C(C=CC=C2)C)=O)C=CC1 (3'-n-butoxy-2-methylbenzanilide). The yield is 92.9%. Reaction SMILES: [OH:1][C:2]1[CH:3]=[C:4]([CH:15]=[CH:16][CH:17]=1)[NH:5][C:6](=[O:14])[C:7]1[CH:12]=[CH:11][CH:10]=[CH:9][C:8]=1[CH3:13].[OH-].[K+].[CH2:20](Br)[CH2:21][CH2:22][CH3:23]>CS(C)=O.O>[CH2:20]([O:1][C:2]1[CH:3]=[C:4]([CH:15]=[CH:16][CH:17]=1)[NH:5][C:6](=[O:14])[C:7]1[CH:12]=[CH:11][CH:10]=[CH:9][C:8]=1[CH3:13])[CH2:21][CH2:22][CH3:23] |f:1.2|. Procedure details: A 22.7 g (0.1 mol) portion of 3'-hydroxy-2-methylbenzanilide was dissolved in 80 ml of dimethyl sulfoxide and to this solution was added a solution of 5.6 g (0.1 mol) of potassium hydroxide in 40 ml of water. The white mixture was cooled with water, and 30 ml of dimethyl sulfoxide containing 13.7 g (0.1 mol) of n-butylbromide was added dropwise to the solution with stirring. After the addition, the mixture was warmed and kept at 40° to 50° C for 3 hours. The reaction mixture was poured into 700 ...